Dataset: the Open Reaction Database (ORD), a public repository of structured organic reaction records. Task: describe an organic reaction: reactants, conditions, products, and yield The product is CCCN(CCC)C1CCc2cccc(CO)c2C1. As a reaction SMILES: [BH4-:20].[CH3:23][CH2:24][OH:25].[CH:1](=[O:2])[c:3]1[cH:4][cH:5][cH:6][c:7]2[c:12]1[CH2:11][CH:10]([N:13]([CH2:14][CH2:15][CH3:16])[CH2:17][CH2:18][CH3:19])[CH2:9][CH2:8]2.[ClH:22].[Na+:21].[OH2:26]>>[CH2:1]([OH:2])[c:3]1[cH:4][cH:5][cH:6][c:7]2[c:12]1[CH2:11][CH:10]([N:13]([CH2:14][CH2:15][CH3:16])[CH2:17][CH2:18][CH3:19])[CH2:9][CH2:8]2. The reactants are [BH4-], CCO, CCCN(CCC)C1CCc2cccc(C=O)c2C1, Cl, [Na+], O. The reactants are CCOC(=O)CCCOc1cccc(C#N)c1, CCOC(C)=O, C, CO, O=CO, Cl, [Pd]. The product is CCOC(=O)CCCOc1cccc(CN)c1, Cl. As a reaction SMILES: [C:1](#[N:2])[c:3]1[cH:4][c:5]([O:9][CH2:10][CH2:11][CH2:12][C:13](=[O:14])[O:15][CH2:16][CH3:17])[cH:6][cH:7][cH:8]1.[C:21]([O:22][CH2:23][CH3:24])(=[O:25])[CH3:26].[C:28].[CH3:30][OH:31].[CH:18]([OH:19])=[O:20].[ClH:27].[Pd:29]>>[CH2:1]([NH2:2])[c:3]1[cH:4][c:5]([O:9][CH2:10][CH2:11][CH2:12][C:13](=[O:14])[O:15][CH2:16][CH3:17])[cH:6][cH:7][cH:8]1.[ClH:27]. The reactants are C(C1=CC=CC=C1)OC1=C2C(=CNC2=CC=C1F)CCN(C)C (2-(4-Benzyloxy-5-fluoro-1H-indol-3-yl)-N,N-dimethylethanamine), C(C)N1C=C(C2=C(C=C(C=C12)F)O)C1CN(CCC1)C(=O)OC(C)(C)C (tert-butyl 3-(1-ethyl-6-fluoro-4-hydroxy-1H-indol-3-yl)piperidine-1-carboxylate). Yields the product C(C)N1C=C(C=2C(=CC(=CC12)F)O)C1CN(CCC1)C (1-ethyl-6-fluoro-3-(1-methylpiperidin-3-yl)-1H-indol-4-ol). Yield: 22.0%. As a reaction SMILES: C(OC1C(F)=CC=C2C=1C(CCN(C)C)=CN2)C1C=CC=CC=1.[CH2:24]([N:26]1[C:34]2[C:29](=[C:30]([OH:36])[CH:31]=[C:32]([F:35])[CH:33]=2)[C:28]([CH:37]2[CH2:42][CH2:41][CH2:40][N:39]([C:43](OC(C)(C)C)=O)[CH2:38]2)=[CH:27]1)[CH3:25]>>[CH2:24]([N:26]1[C:34]2[CH:33]=[C:32]([F:35])[CH:31]=[C:30]([OH:36])[C:29]=2[C:28]([CH:37]2[CH2:42][CH2:41][CH2:40][N:39]([CH3:43])[CH2:38]2)=[CH:27]1)[CH3:25]. Procedure details: Following the procedure (step 6, scheme 1) used to prepare compound 1-7a, compound 38-5 gave compound 38-6 (20 mg, 22%) as a white solid. 1H NMR (300 MHz, DMSO-d6) δ (ppm) 9.91 (s, 1H), 6.92 (s, 1H), 6.63 (dd, J=10.2, 2.1 Hz, 1H), 6.14 (dd, J=11.5, 2.1 Hz, 1H), 3.98 (q, J=7.1 Hz, 2H), 3.31 (m, 1H), 3.02 (d, J=10.1 Hz, 1H), 2.71 (s, 1H), 2.14 (s, 3H), 2.01-1.42 (m, 5H), 1.25 (m, J=7.2 Hz, 4H). LCMS: calc 276.2 and found: 277.1 [MH]+. The reactants are Br, COCCn1cc(C)sc1=N, O=C(O)C12CC3CC(O)(CC(F)(C3)C1)C2. Yields the product COCCn1cc(C)sc1=NC(=O)C12CC3CC(O)(CC(F)(C3)C1)C2. As a reaction SMILES: [BrH:16].[CH3:17][O:18][CH2:19][CH2:20][n:21]1[c:22](=[NH:27])[s:23][c:24]([CH3:26])[cH:25]1.[F:1][C:2]12[CH2:3][C:4]3([C:13](=[O:14])[OH:15])[CH2:5][CH:6]([CH2:7][C:8]([OH:11])([CH2:9]1)[CH2:10]3)[CH2:12]2>>[F:1][C:2]12[CH2:3][C:4]3([C:13](=[O:15])[N:27]=[c:22]4[n:21]([CH2:20][CH2:19][O:18][CH3:17])[cH:25][c:24]([CH3:26])[s:23]4)[CH2:5][CH:6]([CH2:7][C:8]([OH:11])([CH2:9]1)[CH2:10]3)[CH2:12]2. The reactants are CCO, CCc1nc2c(-c3ccc(C)cc3C)ccnn2c1C(=O)OC, Cl, [Na+], [OH-]. Product: CCc1nc2c(-c3ccc(C)cc3C)ccnn2c1C(=O)O. Reaction SMILES: [CH3:27][CH2:28][OH:29].[CH3:3][c:4]1[c:5](-[c:11]2[c:12]3[n:13]([n:14][cH:15][cH:16]2)[c:17]([C:22](=[O:23])[O:24][CH3:25])[c:18]([CH2:20][CH3:21])[n:19]3)[cH:6][cH:7][c:8]([CH3:10])[cH:9]1.[ClH:26].[Na+:2].[OH-:1]>>[CH3:3][c:4]1[c:5](-[c:11]2[c:12]3[n:13]([n:14][cH:15][cH:16]2)[c:17]([C:22](=[O:23])[OH:24])[c:18]([CH2:20][CH3:21])[n:19]3)[cH:6][cH:7][c:8]([CH3:10])[cH:9]1. Starting materials: C(C)(=O)OC1=CC=2C[C@H]([C@H]3[C@@H]4CCC([C@@]4(C)CC[C@@H]3C2C=C1)=O)CCCCCOC(C)=O (3-acetoxy-7α-(5-acetoxypentyl)-estra-1,3,5(10)-trien-17-one), C(CO)O (ethylene glycol), C(OC)(OC)OC (trimethyl orthoformate), C1(=CC=C(C=C1)S(=O)(=O)O)C (para-toluenesulfonic acid). Solvent: ClCCl (dichloromethane), ClCCl (dichloromethane). Yields the product C(C)(=O)OC1=CC=2C[C@H]([C@H]3[C@@H]4CCC5([C@@]4(C)CC[C@@H]3C2C=C1)OCCO5)CCCCCOC(C)=O (3-acetoxy-7α-(5-acetoxypentyl)-17,17-ethylenedioxy-estra-1,3,5(10)-triene). RXN SMILES: [C:1]([O:4][C:5]1[CH:22]=[CH:21][C:20]2[C@@H:19]3[C@H:10]([C@H:11]4[C@@:15]([CH2:17][CH2:18]3)([CH3:16])[C:14](=[O:23])[CH2:13][CH2:12]4)[C@H:9]([CH2:24][CH2:25][CH2:26][CH2:27][CH2:28][O:29][C:30](=[O:32])[CH3:31])[CH2:8][C:7]=2[CH:6]=1)(=[O:3])[CH3:2].[CH2:33](O)[CH2:34][OH:35].C(OC)(OC)OC.C1(C)C=CC(S(O)(=O)=O)=CC=1>ClCCl>[C:1]([O:4][C:5]1[CH:22]=[CH:21][C:20]2[C@@H:19]3[C@H:10]([C@H:11]4[C@@:15]([CH2:17][CH2:18]3)([CH3:16])[C:14]3([O:35][CH2:34][CH2:33][O:23]3)[CH2:13][CH2:12]4)[C@H:9]([CH2:24][CH2:25][CH2:26][CH2:27][CH2:28][O:29][C:30](=[O:32])[CH3:31])[CH2:8][C:7]=2[CH:6]=1)(=[O:3])[CH3:2]. Reported procedure: A solution of 63.9 g of 3-acetoxy-7α-(5-acetoxypentyl)-estra-1,3,5(10)-trien-17-one in 460 ml of dichloromethane is stirred with 460 ml of ethylene glycol, 155 ml of trimethyl orthoformate and 1.2 g of para-toluenesulfonic acid for 3 hours at a bath temperature of 50° C. Then, it is diluted with dichloromethane, washed with sodium bicarbonate and common salt solution and dried on sodium sulfate, concentrated by evaporation in a vacuum and chromatographed on silica gel with hexane/ethyl acetate. ...